Dataset: the Open Reaction Database (ORD), a public repository of structured organic reaction records. Task: describe an organic reaction: reactants, conditions, products, and yield The reactants are NC1(C(CN(C1)C1=NC(=C(C(=N1)OC)F)C)CO)C1=NC=CN=C1 ([4-amino-1-(5-fluoro-4-methoxy-6-methyl-pyrimidin-2-yl)-4-pyrazin-2-yl-pyrrolidin-3-yl]methanol), C(C1=CC=CC=C1)(=O)N=C=S (benzoyl isothiocyanate). Run in O1CCCC1 (tetrahydrofuran). Product: FC=1C(=NC(=NC1C)N1CC(C(C1)CO)(C1=NC=CN=C1)NC(=S)NC(C1=CC=CC=C1)=O)OC (N-[[1-(5-Fluoro-4-methoxy-6-methyl-pyrimidin-2-yl)-4-(hydroxymethyl)-3-pyrazin-2-yl-pyrrolidin-3-yl]carbamothioyl]benzamide). Isolated yield 95.4%. RXN SMILES: [NH2:1][C:2]1([C:19]2[CH:24]=[N:23][CH:22]=[CH:21][N:20]=2)[CH2:6][N:5]([C:7]2[N:12]=[C:11]([O:13][CH3:14])[C:10]([F:15])=[C:9]([CH3:16])[N:8]=2)[CH2:4][CH:3]1[CH2:17][OH:18].[C:25]([N:33]=[C:34]=[S:35])(=[O:32])[C:26]1[CH:31]=[CH:30][CH:29]=[CH:28][CH:27]=1>O1CCCC1>[F:15][C:10]1[C:11]([O:13][CH3:14])=[N:12][C:7]([N:5]2[CH2:4][CH:3]([CH2:17][OH:18])[C:2]([NH:1][C:34]([NH:33][C:25](=[O:32])[C:26]3[CH:27]=[CH:28][CH:29]=[CH:30][CH:31]=3)=[S:35])([C:19]3[CH:24]=[N:23][CH:22]=[CH:21][N:20]=3)[CH2:6]2)=[N:8][C:9]=1[CH3:16]. Procedure details: To a stirred solution of [4-amino-1-(5-fluoro-4-methoxy-6-methyl-pyrimidin-2-yl)-4-pyrazin-2-yl-pyrrolidin-3-yl]methanol (930 mg, 2.78 mmol) in tetrahydrofuran (29 mL) under a nitrogen atmosphere is added benzoyl isothiocyanate (613 μL, 4.45 mmol). After stirring the reaction at room temperature for 1 hour the solvent is removed under reduced pressure. The resulting residue is purified by silica gel column chromatography using a 0-5% gradient of 0.14 M ammonia/methanol solution in dichloromethan... Reactants: COCN1C2=C(SC3=C1C=C(C=C3)/C=C/C(=O)O)N=CC=N2 ((E)-3-(10-methoxymethyl-10H-pyrazino[2,3-b][1,4]benzothiazin-8-yl)propenoic acid), C([O-])([O-])=O.[Na+].[Na+] (sodium carbonate), ClP(OCC)(OCC)=O (diethyl chlorophosphonate), N (ammonia). Run in O1CCCC1 (tetrahydrofuran), CN(C=O)C (N,N-dimethylformamide), C(C)(=O)OCC (ethyl acetate). Run at time 30 minute. Product: COCN1C2=C(SC3=C1C=C(C=C3)C=CC(=O)N)N=CC=N2 (3-(10-Methoxymethyl-10H-pyrazino[2,3-b][1,4]benzothiazin-8-yl)propenamide). As a reaction SMILES: [CH3:1][O:2][CH2:3][N:4]1[C:9]2[CH:10]=[C:11](/[CH:14]=[CH:15]/[C:16](O)=[O:17])[CH:12]=[CH:13][C:8]=2[S:7][C:6]2[N:19]=[CH:20][CH:21]=[N:22][C:5]1=2.ClP(=O)(OCC)OCC.[NH3:32].C(=O)([O-])[O-].[Na+].[Na+]>O1CCCC1.CN(C)C=O.C(OCC)(=O)C>[CH3:1][O:2][CH2:3][N:4]1[C:9]2[CH:10]=[C:11]([CH:14]=[CH:15][C:16]([NH2:32])=[O:17])[CH:12]=[CH:13][C:8]=2[S:7][C:6]2[N:19]=[CH:20][CH:21]=[N:22][C:5]1=2 |f:3.4.5|. Reported procedure: 950 mg of (E)-3-(10-methoxymethyl-10H-pyrazino[2,3-b][1,4]benzothiazin-8-yl)propenoic acid was dissolved in a solvent mixture of tetrahydrofuran (10 ml) with N,N-dimethylformamide (10 ml) in a nitrogen atmosphere. Under ice-cooling, 0.48 ml of diethyl chlorophosphonate was dropped into the reaction mixture. After stirring at room temperature for 30 minutes, ammonia gas was blown into the system. Then the reaction mixture was distributed into an aqueous solution of sodium carbonate and ethyl acet... Reactants: C(C)(=O)C1=C(C(N(N=C1C1=CC=CC=C1)CC)=O)[N+](=O)[O-] (5-acetyl-2-ethyl nitro-6-phenylpyridazin-3(2H)-one), NC1=NOC(=C1)C (3-amino-5-methylisoxazol). The solvent is C(C)O (ethanol). Reaction conditions: time 4 day. The product is C(C)(=O)C1=C(C(N(N=C1C1=CC=CC=C1)CC)=O)NC1=NOC(=C1)C (5-Acetyl-2-ethyl-4-[(5-methylisoxazol-3-yl)amino]-6-phenylpyridazin-3(2H)-one). Isolated yield 37.2%. As a reaction SMILES: [C:1]([C:4]1[C:9]([C:10]2[CH:15]=[CH:14][CH:13]=[CH:12][CH:11]=2)=[N:8][N:7]([CH2:16][CH3:17])[C:6](=[O:18])[C:5]=1[N+:19]([O-])=O)(=[O:3])[CH3:2].N[C:23]1[CH:27]=[C:26]([CH3:28])[O:25][N:24]=1>C(O)C>[C:1]([C:4]1[C:9]([C:10]2[CH:11]=[CH:12][CH:13]=[CH:14][CH:15]=2)=[N:8][N:7]([CH2:16][CH3:17])[C:6](=[O:18])[C:5]=1[NH:19][C:23]1[CH:27]=[C:26]([CH3:28])[O:25][N:24]=1)(=[O:3])[CH3:2]. Procedure details: To a stirred solution of 80 mg (0.278 mmol) of 5-acetyl-2-ethyl nitro-6-phenylpyridazin-3(2H)-one (Dal Piaz, V et al., J. Med. Chem. 1997, 40, 1417) in ethanol (4 mL), 3-amino-5-methylisoxazol (96 mg, 0.978 mmol) was added. The resulting mixture was stirred, at room temperature for four days and the final product was collected by filtration and washed with diethylether to yield the title compound (35 mg, 37.2% yield). Starting materials: CO (MeOH), O (water), C(C1=CC=CC=C1)OC=1C=C(C=CC1)C=CC(=O)C1=C(C=CC=C1)Cl (3-[3-(benzyloxy)phenyl]-1-(2-chlorophenyl)prop-2-en-1-one), solution, B(Br)(Br)Br (BBr3). The solvent is C(Cl)Cl (CH2Cl2), C(Cl)Cl (CH2Cl2). Product: ClC1=C(C=CC=C1)C(C=CC1=C(C=CC=C1)O)=O (1-(2-chlorophenyl)-3-(hydroxyphenyl)prop-2-en-1-one). Reaction SMILES: C(O[C:9]1[CH:10]=[C:11]([CH:15]=[CH:16][C:17]([C:19]2[CH:24]=[CH:23][CH:22]=[CH:21][C:20]=2[Cl:25])=[O:18])[CH:12]=[CH:13][CH:14]=1)C1C=CC=CC=1.B(Br)(Br)Br.C[OH:31].O>C(Cl)Cl>[Cl:25][C:20]1[CH:21]=[CH:22][CH:23]=[CH:24][C:19]=1[C:17](=[O:18])[CH:16]=[CH:15][C:11]1[CH:12]=[CH:13][CH:14]=[CH:9][C:10]=1[OH:31]. Procedure: To a solution of 740 mg (2.12 mmol) of 1-4 in 15 mL of CH2Cl2 at −78° C. was added dropwise 2.75 mL (2.75 mmol) of a 1M solution of BBr3 in CH2Cl2. After stirring for 30 min at that temperature, 1 mL of MeOH was added, and the mixture was dumped into water, extracted twice with 50 mL of CH2Cl2, washed again with water, and dried over Na2SO4. After concentration, the residue was purified by column chromatography on silica gel with a gradient of 2 to 70% EtOAc in hexanes over 30 min to provide 1-5... The reactants are [Si](C)(C)(C(C)(C)C)OCCOC1=CC(=C(CSC=2N(C(=CN2)C(C)(C)C2=CC(=C(C=C2)Cl)OC)C2=CC=C(C=C2)F)C(=C1)F)F (2-(4-(2-(tert-butyldimethylsilyloxy)ethoxy)-2,6-difluorobenzylthio)-5-(2-(4-chloro-3-methoxyphenyl)propan-2-yl)-1-(4-fluorophenyl)-1H-imidazole), solution. The solvent is CC#N (CH3CN), CC#N (CH3CN). Reaction conditions: time 1 hour. Product: ClC1=C(C=C(C=C1)C(C)(C)C1=CN=C(N1C1=CC=C(C=C1)F)SCC1=C(C=C(OCCO)C=C1F)F)OC (2-(4-((5-(2-(4-chloro-3-methoxyphenyl)propan-2-yl)-1-(4-fluorophenyl)-1H-imidazol-2-ylthio)methyl)-3,5-difluorophenoxy)ethanol). The yield is 95.0%. As a reaction SMILES: [Si]([O:8][CH2:9][CH2:10][O:11][C:12]1[CH:43]=[C:42]([F:44])[C:15]([CH2:16][S:17][C:18]2[N:19]([C:35]3[CH:40]=[CH:39][C:38]([F:41])=[CH:37][CH:36]=3)[C:20]([C:23]([C:26]3[CH:31]=[CH:30][C:29]([Cl:32])=[C:28]([O:33][CH3:34])[CH:27]=3)([CH3:25])[CH3:24])=[CH:21][N:22]=2)=[C:14]([F:45])[CH:13]=1)(C(C)(C)C)(C)C>CC#N>[Cl:32][C:29]1[CH:30]=[CH:31][C:26]([C:23]([C:20]2[N:19]([C:35]3[CH:40]=[CH:39][C:38]([F:41])=[CH:37][CH:36]=3)[C:18]([S:17][CH2:16][C:15]3[C:14]([F:45])=[CH:13][C:12]([O:11][CH2:10][CH2:9][OH:8])=[CH:43][C:42]=3[F:44])=[N:22][CH:21]=2)([CH3:25])[CH3:24])=[CH:27][C:28]=1[O:33][CH3:34]. Reported procedure: To a solution of 2-(4-(2-(tert-butyldimethylsilyloxy)ethoxy)-2,6-difluorobenzylthio)-5-(2-(4-chloro-3-methoxyphenyl)propan-2-yl)-1-(4-fluorophenyl)-1H-imidazole in CH3CN (1 mL) was added a 5% solution of aqueous HF in CH3CN (3 mL). The reaction was complete in 1 h and the crude product was extracted with EtOAc (3×75 mL). The combined extracts were washed with H2O and brine, and dried over anhyd Na2SO4, concentrated and purified by flash chromatography (20% MeOH/DCM) to yield the title compound (... Reactants: O=C(Cl)OCc1ccccc1, CC(O)CN, [Na+], [Na+], O=C([O-])[O-], O. Product: CC(O)CNC(=O)OCc1ccccc1. As a reaction SMILES: [Cl:6][C:7](=[O:8])[O:9][CH2:10][c:11]1[cH:12][cH:13][cH:14][cH:15][cH:16]1.[NH2:1][CH2:2][CH:3]([CH3:4])[OH:5].[Na+:17].[Na+:18].[O-:19][C:20](=[O:21])[O-:22].[OH2:23]>>[NH:1]([CH2:2][CH:3]([CH3:4])[OH:5])[C:7](=[O:8])[O:9][CH2:10][c:11]1[cH:12][cH:13][cH:14][cH:15][cH:16]1. Starting materials: CCOC(=O)C(=O)N1CCC(NC(=O)OC(C)(C)C)C1, ClCCl, O=C(O)C(F)(F)F. Yields the product CCOC(=O)C(=O)N1CCC(N)C1, O=C(O)C(F)(F)F. Reaction SMILES: [CH2:1]([CH3:2])[O:3][C:4]([C:5](=[O:6])[N:7]1[CH2:8][CH:9]([NH:12][C:13]([O:14][C:15]([CH3:16])([CH3:17])[CH3:18])=[O:19])[CH2:10][CH2:11]1)=[O:20].[Cl:28][CH2:29][Cl:30].[F:21][C:22]([C:23](=[O:24])[OH:25])([F:26])[F:27]>>[CH2:1]([CH3:2])[O:3][C:4]([C:5](=[O:6])[N:7]1[CH2:8][CH:9]([NH2:12])[CH2:10][CH2:11]1)=[O:20].[F:21][C:22]([C:23](=[O:24])[OH:25])([F:26])[F:27]. The reactants are C1(CC1)C1=CC(=C(C(=O)Cl)C=C1)OCC (4-cyclopropyl-2-ethoxy-benzoyl chloride), BrC1=CC(=C(C(=O)O)C=C1)O (4-bromo-2-hydroxy-benzoic acid), ICC (iodoethane), C1(CC1)B(O)O (cyclopropyl boronic acid), [Cl-] (chloride), ClC1=CC=C(C=C1)C1(N=C(NC1(C)C1=CC=C(C=C1)Cl)C1=C(C=C(C=C1)C(C)(C)C)OCC)C (rac-(4S*,5R*)-4,5-bis(4-chlorophenyl)-2-(4-(tert-butyl)-2-ethoxy-phenyl)-4,5-dimethyl-4,5-dihydro-1H-imidazole). Yields the product ClC1=CC=C(C=C1)C1(N=C(NC1(C)C1=CC=C(C=C1)Cl)C1=C(C=C(C=C1)C1CC1)OCC)C (rac-(4S*,5R*)-4,5-Bis-(4-chloro-phenyl)-2-(4-cyclopropyl-2-ethoxy-phenyl)-4,5-dimethyl-4,5-dihydro-1H-imidazole). RXN SMILES: C1(C2C=CC(C(Cl)=O)=C(OCC)C=2)CC1.BrC1C=CC(C(O)=O)=C(O)C=1.ICC.C1(B(O)O)CC1.[Cl-].[Cl:37][C:38]1[CH:43]=[CH:42][C:41]([C:44]2([CH3:70])[C:48]([C:50]3[CH:55]=[CH:54][C:53]([Cl:56])=[CH:52][CH:51]=3)([CH3:49])[NH:47][C:46]([C:57]3[CH:62]=[CH:61][C:60]([C:63](C)([CH3:65])[CH3:64])=[CH:59][C:58]=3[O:67][CH2:68][CH3:69])=[N:45]2)=[CH:40][CH:39]=1>>[Cl:37][C:38]1[CH:43]=[CH:42][C:41]([C:44]2([CH3:70])[C:48]([C:50]3[CH:55]=[CH:54][C:53]([Cl:56])=[CH:52][CH:51]=3)([CH3:49])[NH:47][C:46]([C:57]3[CH:62]=[CH:61][C:60]([CH:63]4[CH2:65][CH2:64]4)=[CH:59][C:58]=3[O:67][CH2:68][CH3:69])=[N:45]2)=[CH:40][CH:39]=1. Procedure: rac-(4S*,5R*)-4,5-Bis-(4-chloro-phenyl)-2-(4-cyclopropyl-2-ethoxy-phenyl)-4,5-dimethyl-4,5-dihydro-1H-imidazole was prepared from 4-cyclopropyl-2-ethoxy-benzoyl chloride (prepared from 4-bromo-2-hydroxy-benzoic acid by alkylation with iodoethane, Suzuki coupling with cyclopropyl boronic acid, then saponification and conversion to the chloride) and meso-2,3-bis-(4-chlorophenyl)-2,3-butanediamine (example 1) in an analogous manner as described in example 2 (method 1).